From a dataset of the Open Reaction Database (ORD), a public repository of structured organic reaction records. describe an organic reaction: reactants, conditions, products, and yield Reactants: Br, Cc1cc(Cl)cc(Cl)c1S(=O)(=O)Cl, CC1(C)CC(=O)c2sc(N)nc2C1. Product: Cc1cc(Cl)cc(Cl)c1S(=O)(=O)Nc1nc2c(s1)C(=O)CC(C)(C)C2. Reaction SMILES: [BrH:1].[Cl:15][c:16]1[c:17]([S:24](=[O:25])(=[O:26])[Cl:27])[c:18]([CH3:23])[cH:19][c:20]([Cl:22])[cH:21]1.[NH2:2][c:3]1[s:4][c:5]2[c:6]([n:7]1)[CH2:8][C:9]([CH3:13])([CH3:14])[CH2:10][C:11]2=[O:12]>>[NH:2]([c:3]1[s:4][c:5]2[c:6]([n:7]1)[CH2:8][C:9]([CH3:13])([CH3:14])[CH2:10][C:11]2=[O:12])[S:24]([c:17]1[c:16]([Cl:15])[cH:21][c:20]([Cl:22])[cH:19][c:18]1[CH3:23])(=[O:25])=[O:26]. The reactants are COc1ccc(N2CC(C)(COC(=O)c3ccc([N+](=O)[O-])cc3)OC2=O)cc1, COc1ccc(N2C(=O)OC(COC(=O)c3ccc([N+](=O)[O-])cc3)C2C)cc1. The product is COc1ccc(N2CC(C)(CO)OC2=O)cc1. RXN SMILES: [N+:1]([c:2]1[cH:3][cH:4][c:5]([C:6](=[O:7])[O:10][CH2:11][C:12]2([CH3:26])[CH2:13][N:14]([c:18]3[cH:19][cH:20][c:21]([O:24][CH3:25])[cH:22][cH:23]3)[C:15](=[O:17])[O:16]2)[cH:8][cH:9]1)([O-:27])=[O:28].[N+:29]([c:30]1[cH:31][cH:32][c:33]([C:34]([O:35][CH2:36][CH:37]2[O:38][C:39](=[O:40])[N:41]([c:42]3[cH:43][cH:44][c:45]([O:46][CH3:47])[cH:48][cH:49]3)[CH:50]2[CH3:51])=[O:52])[cH:53][cH:54]1)([O-:55])=[O:56]>>[OH:10][CH2:11][C:12]1([CH3:26])[CH2:13][N:14]([c:18]2[cH:19][cH:20][c:21]([O:24][CH3:25])[cH:22][cH:23]2)[C:15](=[O:17])[O:16]1. Starting materials: Cl.CC1=C(C=NN1C1=NC=CC=N1)\C=C\CN1CCN(CC1)C1=CC(=CC=C1)C#N (1-[5-Methyl-1-(2-pyrimidinyl)-4-pyrazolyl]-3-[4-(3-cyanophenyl)-1-piperazinyl]-1-trans-propene hydrochloride), C(O)([O-])=O.[Na+] (sodium hydrogencarbonate). The solvent is Cl (hydrochloric acid). Run at time 62 hour. Product: Cl.CC1=C(C=NN1C1=NC=CC=N1)\C=C\CN1CCN(CC1)C1=CC(=CC=C1)C(N)=O (1-[5-Methyl-1-(2-pyrimidinyl)-4-pyrazolyl]-3-[4-(3-carbamoylphenyl)-1-piperazinyl]-1-trans-propene hydrochloride). Reaction SMILES: [ClH:1].[CH3:2][C:3]1[N:7]([C:8]2[N:13]=[CH:12][CH:11]=[CH:10][N:9]=2)[N:6]=[CH:5][C:4]=1/[CH:14]=[CH:15]/[CH2:16][N:17]1[CH2:22][CH2:21][N:20]([C:23]2[CH:28]=[CH:27][CH:26]=[C:25]([C:29]#[N:30])[CH:24]=2)[CH2:19][CH2:18]1.C(=O)([O-])[OH:32].[Na+]>Cl>[ClH:1].[CH3:2][C:3]1[N:7]([C:8]2[N:9]=[CH:10][CH:11]=[CH:12][N:13]=2)[N:6]=[CH:5][C:4]=1/[CH:14]=[CH:15]/[CH2:16][N:17]1[CH2:18][CH2:19][N:20]([C:23]2[CH:28]=[CH:27][CH:26]=[C:25]([C:29](=[O:32])[NH2:30])[CH:24]=2)[CH2:21][CH2:22]1 |f:0.1,2.3,5.6|. Procedure: 88 mg of the compound obtained in Example 32 (3) was dissolved in 0.5 ml of conc. hydrochloric acid and stirred at room temperature for 62 hours. Then the reaction mixture was neutralized with a saturated aqueous solution of sodium hydrogencarbonate and extracted with chloroform. The extract was washed with a saturated aqueous solution of sodium chloride and dried over anhydrous sodium sulfate. After evaporating the solvent, the residue was purified by silica gel column chromatography (chlorofor... Reactants: CCOCC, COc1cc2c(cc1OC)CC(=O)N(CCCCl)CC2, O, CNCCNc1ccccc1. Product: COc1cc2c(cc1OC)CC(=O)N(CCCN(C)CCNc1ccccc1)CC2. Reaction SMILES: [CH2:33]([O:34][CH2:35][CH3:36])[CH3:37].[CH3:1][O:2][c:3]1[cH:4][c:5]2[c:6]([cH:17][c:18]1[O:19][CH3:20])[CH2:7][C:8](=[O:16])[N:9]([CH2:12][CH2:13][CH2:14][Cl:15])[CH2:10][CH2:11]2.[OH2:32].[c:21]1([NH:27][CH2:28][CH2:29][NH:30][CH3:31])[cH:22][cH:23][cH:24][cH:25][cH:26]1>>[CH3:1][O:2][c:3]1[cH:4][c:5]2[c:6]([cH:17][c:18]1[O:19][CH3:20])[CH2:7][C:8](=[O:16])[N:9]([CH2:12][CH2:13][CH2:14][N:30]([CH2:29][CH2:28][NH:27][c:21]1[cH:22][cH:23][cH:24][cH:25][cH:26]1)[CH3:31])[CH2:10][CH2:11]2. Reagents/catalysts: CC(C)(C)c1ccc(-c2ccc(C(C)(C)C)cc2)cc1 (4,4'-di-tert-butylbiphenyl), CC(C)(C)C(=O)[O-].[K+] (KOPiv), Cl[Pd]CC=C.C=CC[Pd]Cl ([Pd(allyl)Cl]2), CN(C)c1ccc(P(C2CCCCC2)C2CCCCC2)cc1 (A-caPhos). Conditions: temperature 120 celsius, time 24 hour. The reactants are Brc1ccc2occc2c1, O=[N+]([O-])c1ccc(-n2ccnc2-c2ccccc2)cc1. The yield is 26.1%. Product: O=[N+]([O-])c1ccc(-n2c(-c3ccc4occc4c3)cnc2-c2ccccc2)cc1. Solvent: CC(=O)N(C)C (DMA), CC(=O)N(C)C (DMA), CC(=O)N(C)C (DMA). Procedure details: To an oven-dried 2-necked round-bottomed flask was added sodium hydride (80% oil dispersion) (497 mg, 16.56 mmol) followed by dry tetrahydrofuran (42 mL) and methyltriphenyl-phosphonium bromide (5.92 g, 16.56 mmol). The suspension was stirred for 4 hours at 50° C., at which time a solution of 1-(tert-butyloxycarbonyl)-4-oxo-L-proline tert-butyl ester (1.18 g, 4.14 mmol) in THF (10 mL) was added dropwise with stirring over 30 minutes. The reaction mixture was stirred for 2 hours at 50° C., cooled... The reagents and catalysts are [Br-].C[P+](C1=CC=CC=C1)(C1=CC=CC=C1)C1=CC=CC=C1 (methyltriphenyl-phosphonium bromide). Reaction conditions: time 30 minute. Reactants: [H-].[Na+] (sodium hydride), O1CCCC1 (tetrahydrofuran), C(C)(C)(C)OC([C@H]1N(CC(C1)=O)C(=O)OC(C)(C)C)=O (1-(tert-butyloxycarbonyl)-4-oxo-L-proline tert-butyl ester), C1CCOC1 (THF). RXN SMILES: [H-].[Na+].[C:3]([O:7][C:8](=[O:22])[C@@H:9]1[CH2:13][C:12](=O)[CH2:11][N:10]1[C:15]([O:17][C:18]([CH3:21])([CH3:20])[CH3:19])=[O:16])([CH3:6])([CH3:5])[CH3:4].[CH2:23]1COCC1>[Br-].C[P+](C1C=CC=CC=1)(C1C=CC=CC=1)C1C=CC=CC=1>[C:3]([O:7][C:8](=[O:22])[C@@H:9]1[CH2:13][C:12](=[CH2:23])[CH2:11][N:10]1[C:15]([O:17][C:18]([CH3:21])([CH3:20])[CH3:19])=[O:16])([CH3:6])([CH3:5])[CH3:4] |f:0.1,4.5|. The product is C(C)(C)(C)OC([C@H]1N(CC(C1)=C)C(=O)OC(C)(C)C)=O (1-(tert-Butyloxycarbonyl)-4-C-methylene-L-Proline tert-Butyl Ester).